Dataset: the Open Reaction Database (ORD), a public repository of structured organic reaction records. Task: describe an organic reaction: reactants, conditions, products, and yield The reactants are CC(C)(C)[Si](C)(C)Cl (TBDMSCl), [Li]CCCC (n-BuLi), BrC=1SC=CN1 (2-bromothiazole), C(CCCCC)=O (hexanal). Run in CCOCC (Et2O), CCOCC (Et2O). Conditions: temperature -78 celsius, time 1 hour. Product: OC(CCCCC)C=1SC=CN1 (2-(1-hydroxyhexyl)thiazole). Yield: 61.9%. RXN SMILES: [Li]CCCC.Br[C:7]1[S:8][CH:9]=[CH:10][N:11]=1.[CH:12](=[O:18])[CH2:13][CH2:14][CH2:15][CH2:16][CH3:17].CC([Si](Cl)(C)C)(C)C>CCOCC>[OH:18][CH:12]([C:7]1[S:8][CH:9]=[CH:10][N:11]=1)[CH2:13][CH2:14][CH2:15][CH2:16][CH3:17]. Procedure details: n-BuLi (4.0 mL, 6.4 mmol, 1.6M) was added dropwise to a -78° C. solution of 2-bromothiazole (1.0 g, 6.1 mmol) in dry Et2O (12 mL). After stirring at -78° C. for 1 h, hexanal (0.77 mL, 6.4 mmol) was added and the solution stirred for 30 min. before a solution of TBDMSCl (1.1 g, 7.3 mmol) in dry Et2O (5 mL) was added. The solution was allowed to warm to rt while stirring for 16 h. The reaction was quenched with water, the layers separated and the aqueous extracted with EtOAc. The combined extracts... The reactants are C(C)OCC (diethylether), COC(C1(NC=CC(=C1)C)NC(C1=CC=CC=C1)(C1=CC=CC=C1)C1=CC=CC=C1)=O (4-methyl-2-(trityl-amino)-picolinic acid methyl ester), COC(C1(NC=CC(=C1)C)NC(C1=CC=CC=C1)(C1=CC=CC=C1)C1=CC=CC=C1)=O (4-methyl-2-(trityl-amino)-picolinic acid methyl ester), solution, [H-].C(C(C)C)[Al+]CC(C)C (diisobutylaluminium hydride), aqueous solution, N (ammonia). Run in C(C)(=O)O (acetic acid), C1(=CC=CC=C1)C.CC(=O)C (toluene acetone), C1(=CC=CC=C1)C (toluene), C1(=CC=CC=C1)C (toluene). Product: CC1=CC(NC=C1)(C=O)NC(C1=CC=CC=C1)(C1=CC=CC=C1)C1=CC=CC=C1 (4-Methyl-2-(trityl-amino)-picolinaldehyde). RXN SMILES: C[O:2][C:3](=O)[C:4]1([NH:11][C:12]([C:25]2[CH:30]=[CH:29][CH:28]=[CH:27][CH:26]=2)([C:19]2[CH:24]=[CH:23][CH:22]=[CH:21][CH:20]=2)[C:13]2[CH:18]=[CH:17][CH:16]=[CH:15][CH:14]=2)[CH:9]=[C:8]([CH3:10])[CH:7]=[CH:6][NH:5]1.[H-].C([Al+]CC(C)C)C(C)C.C(OCC)C.N>C1(C)C=CC=CC=1.C1(C)C=CC=CC=1.CC(C)=O.C(O)(=O)C>[CH3:10][C:8]1[CH:7]=[CH:6][NH:5][C:4]([NH:11][C:12]([C:25]2[CH:30]=[CH:29][CH:28]=[CH:27][CH:26]=2)([C:19]2[CH:20]=[CH:21][CH:22]=[CH:23][CH:24]=2)[C:13]2[CH:18]=[CH:17][CH:16]=[CH:15][CH:14]=2)([CH:3]=[O:2])[CH:9]=1 |f:1.2,6.7|. Procedure details: A solution of 1.0 g of 4-methyl-2-(trityl-amino)-picolinic acid methyl ester (compound B1) in 35 ml of dry toluene is treated dropwise at −70° C. with 2.9 ml of a 1.5 M solution of diisobutylaluminium hydride in toluene. After 0.5 h 5 ml of diethylether and 2.9 ml of diluted aqueous acetic acid (20% strength) are added. After further 0.5 h the reaction mixture is warmed to room temperature and 29 ml of an aqueous solution of ammonia (25% strength) are added. The colorless precipitate is filtered...